Task: describe an organic reaction: reactants, conditions, products, and yield. Dataset: the Open Reaction Database (ORD), a public repository of structured organic reaction records Starting materials: [Si](O)(O)(O)O (silicic acid), [Si](=O)=O (silicon dioxide), N1=C(N)N=C(N)N=C1N (melamine). The product is [Si](O)(O)(O)O.N1=C(N)N=C(N)N=C1N (melamine silicate). Reaction SMILES: [Si:1]([OH:5])([OH:4])([OH:3])[OH:2].[Si](=O)=O.[N:9]1[C:16]([NH2:17])=[N:15][C:13]([NH2:14])=[N:12][C:10]=1[NH2:11]>>[Si:1]([OH:5])([OH:4])([OH:3])[OH:2].[N:9]1[C:16]([NH2:17])=[N:15][C:13]([NH2:14])=[N:12][C:10]=1[NH2:11] |f:3.4|. Procedure: Moist silicic acid gel containing equivalent to about one mol of silicon dioxide with a pH of 6.5 to 8, is mixed with one mol of melamine, heated to 70° to 260° C., while mixing, for 20 to 60 minutes, thereby producing a white, fine, granular compound, melamine silicate. The said melamine silicate is added to about 5 mols of aqueous formaldehyde, heated to 70° to 120° C. for 30 to 90 minutes; the melamine silicate goes into solution; the solution is filtered; and about 5% to 15% of the said sili... Starting materials: C(C1=CC=CC=C1)(=O)C=1C(=CN(C1C)C)NC(CNO)=O (N-(4-benzoyl-1,5-dimethyl (1H)pyrrol-3-yl)-2-hydroxylaminoacetamide), Cl (HCl). Solvent: C(C)(C)O (isopropanol). Reaction conditions: temperature 0 celsius. Product: [Cl-].ON1CC([NH2+]C=2C(C1C1=CC=CC=C1)=C(N(C2)C)C)=O (1,2,3,7-tetrahydro-4-hydroxy-6,7-dimethyl-2-oxo-5-phenyl-pyrrolo[3,4-e][1,4]diazepinium chloride). As a reaction SMILES: [C:1]([C:9]1[C:10]([NH:16][C:17](=[O:21])[CH2:18][NH:19][OH:20])=[CH:11][N:12]([CH3:15])[C:13]=1[CH3:14])(=O)[C:2]1[CH:7]=[CH:6][CH:5]=[CH:4][CH:3]=1.[ClH:22]>C(O)(C)C>[Cl-:22].[OH:20][N:19]1[CH:1]([C:2]2[CH:7]=[CH:6][CH:5]=[CH:4][CH:3]=2)[C:9]2=[C:13]([CH3:14])[N:12]([CH3:15])[CH:11]=[C:10]2[NH2+:16][C:17](=[O:21])[CH2:18]1 |f:3.4|. Reported procedure: The compound of example 1 (79.4 g) was suspended in isopropanol containing 2.1% of HCl (3700 ml) and refluxed for 2 hours with stirring. The reaction mixture was then cooled to 0° C. and a first crop (61 g) of the compound of the title which crystallized out was recovered by filtration. A second crop (9 g) was obtained by concentrating the mother liquors to a small volume. M.p. 220°-223° C. with decomposition. Reactants: O=C(n1ccnc1)n1ccnc1, CC(C)(C)OC(=O)N1CC(C(=O)O)C1, C[NH2+]OC, CCN(C(C)C)C(C)C, [Cl-], C1CCOC1. The product is CON(C)C(=O)C1CN(C(=O)OC(C)(C)C)C1. Reaction SMILES: [C:15]([n:16]1[cH:17][cH:18][n:19][cH:20]1)([n:21]1[cH:22][cH:23][n:24][cH:25]1)=[O:26].[C:1]([CH3:2])([CH3:3])([CH3:4])[O:5][C:6](=[O:7])[N:8]1[CH2:9][CH:10]([C:12](=[O:13])[OH:14])[CH2:11]1.[CH3:28][O:29][NH2+:30][CH3:31].[CH:32]([N:33]([CH:34]([CH3:35])[CH3:36])[CH2:37][CH3:38])([CH3:39])[CH3:40].[Cl-:27].[O:41]1[CH2:42][CH2:43][CH2:44][CH2:45]1>>[C:1]([CH3:2])([CH3:3])([CH3:4])[O:5][C:6](=[O:7])[N:8]1[CH2:9][CH:10]([C:12](=[O:14])[N:30]([O:29][CH3:28])[CH3:31])[CH2:11]1. Starting materials: COCCN(C)Cc1ccc(C(=O)Nc2nc3c(OC)ccc(-c4csc(NC(c5ccccc5)(c5ccccc5)c5ccccc5)n4)c3s2)cc1, CO, Cl. Yields the product COCCN(C)Cc1ccc(C(=O)Nc2nc3c(OC)ccc(-c4csc(N)n4)c3s2)cc1. Reaction SMILES: [CH3:1][O:2][CH2:3][CH2:4][N:5]([CH3:6])[CH2:7][c:8]1[cH:9][cH:10][c:11]([C:12](=[O:13])[NH:14][c:15]2[s:16][c:17]3[c:18]([n:19]2)[c:20]([O:49][CH3:50])[cH:21][cH:22][c:23]3-[c:24]2[n:25][c:26]([NH:29][C:30]([c:31]3[cH:32][cH:33][cH:34][cH:35][cH:36]3)([c:37]3[cH:38][cH:39][cH:40][cH:41][cH:42]3)[c:43]3[cH:44][cH:45][cH:46][cH:47][cH:48]3)[s:27][cH:28]2)[cH:51][cH:52]1.[CH3:54][OH:55].[ClH:53]>>[CH3:1][O:2][CH2:3][CH2:4][N:5]([CH3:6])[CH2:7][c:8]1[cH:9][cH:10][c:11]([C:12](=[O:13])[NH:14][c:15]2[s:16][c:17]3[c:18]([n:19]2)[c:20]([O:49][CH3:50])[cH:21][cH:22][c:23]3-[c:24]2[n:25][c:26]([NH2:29])[s:27][cH:28]2)[cH:51][cH:52]1. Reactants: [Li]CCCC, CCCCCC, C#CCCCCCC, CC(=O)Oc1c(C)c(C=O)nc2ccccc12, C1CCOC1, O. Product: CCCCCCC#CC(O)c1nc2ccccc2c(OC(C)=O)c1C. As a reaction SMILES: [CH2:7]([Li:8])[CH2:9][CH2:10][CH3:11].[CH3:1][CH2:2][CH2:3][CH2:4][CH2:5][CH3:6].[CH:12]#[C:13][CH2:14][CH2:15][CH2:16][CH2:17][CH2:18][CH3:19].[CH:20](=[O:21])[c:22]1[n:23][c:24]2[cH:25][cH:26][cH:27][cH:28][c:29]2[c:30]([O:33][C:34]([CH3:35])=[O:36])[c:31]1[CH3:32].[O:37]1[CH2:38][CH2:39][CH2:40][CH2:41]1.[OH2:42]>>[C:12](#[C:13][CH2:14][CH2:15][CH2:16][CH2:17][CH2:18][CH3:19])[CH:20]([OH:21])[c:22]1[n:23][c:24]2[cH:25][cH:26][cH:27][cH:28][c:29]2[c:30]([O:33][C:34]([CH3:35])=[O:36])[c:31]1[CH3:32]. Starting materials: C(C=C)OC(=O)O[C@H]1C[C@@H]([C@H](N(C1)C(=O)OC)C(=O)N1CCN(CC1)C1=CC=CC=C1)C(=O)OC (dimethyl(2S,3S,5S)-5-[(allyloxy)carbonyl]oxy-2-[(4-phenylpiperazin-1-yl)carbonyl]piperidine-1,3-dicarboxylate), O1CCCC1 (tetrahydrofuran). Reagents/catalysts: C1=CC=C(C=C1)P(C2=CC=CC=C2)C3=CC=CC=C3.C1=CC=C(C=C1)P(C2=CC=CC=C2)C3=CC=CC=C3.C1=CC=C(C=C1)P(C2=CC=CC=C2)C3=CC=CC=C3.C1=CC=C(C=C1)P(C2=CC=CC=C2)C3=CC=CC=C3.[Pd] (tetrakis(triphenylphosphine)palladium(O)). Yields the product C(C=C)O[C@H]1C[C@@H]([C@H](N(C1)C(=O)OC)C(=O)N1CCN(CC1)C1=CC=CC=C1)C(=O)OC (dimethyl(2S,3S,5S)-5-(allyloxy)-2-[(4-phenylpiperazin-1-yl)carbonyl]piperidine-1,3-dicarboxylate). As a reaction SMILES: C(O[C:5]([O:7][C@@H:8]1[CH2:13][N:12]([C:14]([O:16][CH3:17])=[O:15])[C@H:11]([C:18]([N:20]2[CH2:25][CH2:24][N:23]([C:26]3[CH:31]=[CH:30][CH:29]=[CH:28][CH:27]=3)[CH2:22][CH2:21]2)=[O:19])[C@@H:10]([C:32]([O:34][CH3:35])=[O:33])[CH2:9]1)=O)C=C.O1CC[CH2:38][CH2:37]1>C1C=CC(P(C2C=CC=CC=2)C2C=CC=CC=2)=CC=1.C1C=CC(P(C2C=CC=CC=2)C2C=CC=CC=2)=CC=1.C1C=CC(P(C2C=CC=CC=2)C2C=CC=CC=2)=CC=1.C1C=CC(P(C2C=CC=CC=2)C2C=CC=CC=2)=CC=1.[Pd]>[CH2:5]([O:7][C@@H:8]1[CH2:13][N:12]([C:14]([O:16][CH3:17])=[O:15])[C@H:11]([C:18]([N:20]2[CH2:21][CH2:22][N:23]([C:26]3[CH:27]=[CH:28][CH:29]=[CH:30][CH:31]=3)[CH2:24][CH2:25]2)=[O:19])[C@@H:10]([C:32]([O:34][CH3:35])=[O:33])[CH2:9]1)[CH:37]=[CH2:38] |f:2.3.4.5.6|. Procedure details: A mixture of dimethyl(2S,3S,5S)-5-[(allyloxy)carbonyl]oxy-2-[(4-phenylpiperazin-1-yl)carbonyl]piperidine-1,3-dicarboxylate (100 mg, 0.0002 mol) and tetrakis(triphenylphosphine)palladium(O) (24 mg, 0.000020 mol) in tetrahydrofuran (5.00 mL, 0.0616 mol) was refluxed for 2 h. The mixture was concentrated to dry and used directly in next step.